This data is from the Open Reaction Database (ORD), a public repository of structured organic reaction records. The task is: describe an organic reaction: reactants, conditions, products, and yield Conditions: temperature 40 celsius, time 1.5 hour. The reactants are FC(C=1C=C(C=C(C1)C(F)(F)F)[C@@H]1[C@@H](N(C(O1)=O)CC1=NC(=CC=C1C=1C=C(C=CC1OC)C1=C(C=C(C=C1)C(=O)OC)C)N1N=CC=C1)C)(F)F (methyl 3′-[2-({(4S,5R)-5-[3,5-bis(trifluoromethyl)phenyl]-4-methyl-2-oxo-1,3-oxazolidin-3-yl}methyl)-6-(1H-pyrazol-1-yl)pyridin-3-yl]-4′-methoxy-2-methylbiphenyl-4-carboxylate), [OH-].[Li+] (lithium hydroxide). Product: FC(C=1C=C(C=C(C1)C(F)(F)F)[C@@H]1[C@@H](N(C(O1)=O)CC1=NC(=CC=C1C=1C=C(C=CC1OC)C1=C(C=C(C=C1)C(=O)O)C)N1N=CC=C1)C)(F)F (3′-[2-({(4S,5R)-5-[3,5-bis(trifluoromethyl)phenyl]-4-methyl-2-oxo-1,3-oxazolidin-3-yl}methyl)-6-(1H-pyrazol-1-yl)pyridin-3-yl]-4′-methoxy-2-methylbiphenyl-4-carboxylic acid). The yield is 82.5%. The solvent is C(=O)(C(F)(F)F)O (TFA), dioxanes. Procedure details: To methyl 3′-[2-({(4S,5R)-5-[3,5-bis(trifluoromethyl)phenyl]-4-methyl-2-oxo-1,3-oxazolidin-3-yl}methyl)-6-(1H-pyrazol-1-yl)pyridin-3-yl]-4′-methoxy-2-methylbiphenyl-4-carboxylate (91.4 mg, 0.126 mmol) in dioxanes (2 mL) was added lithium hydroxide (0.5 M, 1.0 mL, 0.505 mmol). The system was heated to 40° C. and was stirred for 1.5 hrs. The reaction was cooled to room temperature and TFA (100 μL) was added to the reaction before volatiles were removed. The crude material was purified by reverse p... As a reaction SMILES: [F:1][C:2]([F:52])([F:51])[C:3]1[CH:4]=[C:5]([C@H:13]2[O:17][C:16](=[O:18])[N:15]([CH2:19][C:20]3[C:25]([C:26]4[CH:27]=[C:28]([C:34]5[CH:39]=[CH:38][C:37]([C:40]([O:42]C)=[O:41])=[CH:36][C:35]=5[CH3:44])[CH:29]=[CH:30][C:31]=4[O:32][CH3:33])=[CH:24][CH:23]=[C:22]([N:45]4[CH:49]=[CH:48][CH:47]=[N:46]4)[N:21]=3)[C@H:14]2[CH3:50])[CH:6]=[C:7]([C:9]([F:12])([F:11])[F:10])[CH:8]=1.[OH-].[Li+]>C(O)(C(F)(F)F)=O>[F:11][C:9]([F:10])([F:12])[C:7]1[CH:6]=[C:5]([C@H:13]2[O:17][C:16](=[O:18])[N:15]([CH2:19][C:20]3[C:25]([C:26]4[CH:27]=[C:28]([C:34]5[CH:39]=[CH:38][C:37]([C:40]([OH:42])=[O:41])=[CH:36][C:35]=5[CH3:44])[CH:29]=[CH:30][C:31]=4[O:32][CH3:33])=[CH:24][CH:23]=[C:22]([N:45]4[CH:49]=[CH:48][CH:47]=[N:46]4)[N:21]=3)[C@H:14]2[CH3:50])[CH:4]=[C:3]([C:2]([F:1])([F:52])[F:51])[CH:8]=1 |f:1.2|. Reactants: C(CCCCCC)C1=C(C=C(C=C1)[N+](=O)[O-])[N+](=O)[O-] (1-n-heptyl-2,4-dinitrobenzene), COC(=O)C#CC(=O)OC (acetylene dicarboxylic acid dimethyl ester). The product is C(CCCCCC)C1=C(C=C(C=C1)[N+](=O)[O-])[N+](=O)[O-] (1-n-heptyl-2,4-dinitrobenzene), C(CCCCCC)C1=CC=CC=C1 (n-heptylbenzene). Reaction SMILES: [CH2:1]([C:8]1[CH:13]=[CH:12][C:11]([N+:14]([O-:16])=[O:15])=[CH:10][C:9]=1[N+:17]([O-:19])=[O:18])[CH2:2][CH2:3][CH2:4][CH2:5][CH2:6][CH3:7].COC(C#CC(OC)=O)=O>>[CH2:1]([C:8]1[CH:13]=[CH:12][C:11]([N+:14]([O-:16])=[O:15])=[CH:10][C:9]=1[N+:17]([O-:19])=[O:18])[CH2:2][CH2:3][CH2:4][CH2:5][CH2:6][CH3:7].[CH2:1]([C:8]1[CH:9]=[CH:10][CH:11]=[CH:12][CH:13]=1)[CH2:2][CH2:3][CH2:4][CH2:5][CH2:6][CH3:7]. Reported procedure: The 2,4-diamino-1-n-heptylbenzene so obtained was used directly for the reaction with acetylene dicarboxylic acid dimethyl ester. The said 1-n-heptyl-2,4-dinitrobenzene was obtained by nitration of n-heptylbenzene in a similar manner to that described for the nitration of n-pentylbenzene in Example 7. The reactants are [Ag+], C=CCOC(=O)C1CCN(Cc2cccc3ncnc(SC)c23)CC1C(=O)OC, COc1cccc(N)c1, CC#N, O=[N+]([O-])[O-]. Product: C=CCOC(=O)C1CCN(Cc2cccc3ncnc(Nc4cccc(OC)c4)c23)CC1C(=O)OC. RXN SMILES: [Ag+:46].[CH2:1]([CH:2]=[CH2:3])[O:4][C:5](=[O:6])[CH:7]1[CH:8]([C:26](=[O:27])[O:28][CH3:29])[CH2:9][N:10]([CH2:13][c:14]2[c:15]3[c:16]([S:24][CH3:25])[n:17][cH:18][n:19][c:20]3[cH:21][cH:22][cH:23]2)[CH2:11][CH2:12]1.[CH3:30][O:31][c:32]1[cH:33][c:34]([NH2:35])[cH:36][cH:37][cH:38]1.[CH3:39][C:40]#[N:41].[N+:42]([O-:43])([O-:44])=[O:45]>>[CH2:1]([CH:2]=[CH2:3])[O:4][C:5](=[O:6])[CH:7]1[CH:8]([C:26](=[O:27])[O:28][CH3:29])[CH2:9][N:10]([CH2:13][c:14]2[c:15]3[c:16]([NH:35][c:34]4[cH:33][c:32]([O:31][CH3:30])[cH:38][cH:37][cH:36]4)[n:17][cH:18][n:19][c:20]3[cH:21][cH:22][cH:23]2)[CH2:11][CH2:12]1. The reactants are FC1=C(C#N)C=CC=C1 (2-fluorobenzonitrile), NC1=C(C=CC=C1)S (2-Aminothiophenol), [H-].[Na+] (sodium hydride). The solvent is C1CCOC1 (THF), C1CCOC1 (THF). Reaction conditions: temperature 0 celsius. Yields the product NC1=C(C=CC=C1)SC1=C(C#N)C=CC=C1 (2-(2-Aminophenylthio)benzonitrile), solid. As a reaction SMILES: [NH2:1][C:2]1[CH:7]=[CH:6][CH:5]=[CH:4][C:3]=1[SH:8].[H-].[Na+].F[C:12]1[CH:19]=[CH:18][CH:17]=[CH:16][C:13]=1[C:14]#[N:15]>C1COCC1>[NH2:1][C:2]1[CH:7]=[CH:6][CH:5]=[CH:4][C:3]=1[S:8][C:12]1[CH:19]=[CH:18][CH:17]=[CH:16][C:13]=1[C:14]#[N:15] |f:1.2|. Reported procedure: 2-Aminothiophenol (6.26 g, 50 mmol) was dissolved in dry THF (50 ml) and sodium hydride (2 g of 60% dispersion, 1 eq) added with stirring at 0° C. under nitrogen. After stirring for 0.5 hr this mixture was added portionwise to a stirred solution of 2-fluorobenzonitrile (1eq) in THF (30 ml). The mixture was allowed to warm to room temperature overnight and then evaporated in vacuo and the residue purified by chromatography on silica, eluting with dichloromethane. The title compound was obtained a... Reactants: Cl.N[C@@H]1CC[C@H](CC1)NC(=O)C1=C(NC2=C1N=CN=C2C2=C(C=C(C=C2)OC)OCC2CC2)C (N-(trans-4-aminocyclohexyl)-4-[2-(cyclopropylmethoxy)-4-methoxyphenyl]-6-methyl-5H-pyrrolo[3,2-d]pyrimidine-7-carboxamide hydrochloride), C(C)(=O)O[C@H](C(=O)Cl)C ((2S)-1-chloro-1-oxopropan-2-yl acetate). The product is C1(CC1)COC1=C(C=CC(=C1)OC)C=1C2=C(N=CN1)C(=C(N2)C)C(=O)N[C@@H]2CC[C@H](CC2)NC([C@H](C)O)=O (4-[2-(Cyclopropylmethoxy)-4-methoxyphenyl]-N-(trans-4-{[(2S)-2-hydroxypropanoyl]amino}cyclohexyl)-6-methyl-5H-pyrrolo[3,2-d]pyrimidine-7-carboxamide). RXN SMILES: Cl.[NH2:2][C@H:3]1[CH2:8][CH2:7][C@H:6]([NH:9][C:10]([C:12]2[C:16]3[N:17]=[CH:18][N:19]=[C:20]([C:21]4[CH:26]=[CH:25][C:24]([O:27][CH3:28])=[CH:23][C:22]=4[O:29][CH2:30][CH:31]4[CH2:33][CH2:32]4)[C:15]=3[NH:14][C:13]=2[CH3:34])=[O:11])[CH2:5][CH2:4]1.C([O:38][C@@H:39]([CH3:43])[C:40](Cl)=[O:41])(=O)C>>[CH:31]1([CH2:30][O:29][C:22]2[CH:23]=[C:24]([O:27][CH3:28])[CH:25]=[CH:26][C:21]=2[C:20]2[C:15]3[NH:14][C:13]([CH3:34])=[C:12]([C:10]([NH:9][C@H:6]4[CH2:7][CH2:8][C@H:3]([NH:2][C:40](=[O:41])[C@@H:39]([OH:38])[CH3:43])[CH2:4][CH2:5]4)=[O:11])[C:16]=3[N:17]=[CH:18][N:19]=2)[CH2:32][CH2:33]1 |f:0.1|. Reported procedure: Starting from N-(trans-4-aminocyclohexyl)-4-[2-(cyclopropylmethoxy)-4-methoxyphenyl]-6-methyl-5H-pyrrolo[3,2-d]pyrimidine-7-carboxamide hydrochloride (example D.f19) and commercially available (2S)-1-chloro-1-oxopropan-2-yl acetate the title compound is obtained as colorless solid.